From a dataset of the Open Reaction Database (ORD), a public repository of structured organic reaction records. describe an organic reaction: reactants, conditions, products, and yield The reactants are CC1(C=2C=C(C(=CC2C(CC1)(C)C)O)C(=O)O)C (5,6,7,8-tetrahydro-5,5,8,8-tetramethyl-2-hydroxynaphthalene-3-carboxylic acid), CC1(C=2C=C(C(=C(C2C(CC1)(C)C)Br)O)C(=O)O)C (5,6,7,8-tetrahydro-5,5,8,8-tetramethyl-1-bromo -2-hydroxynaphthalene-3-carboxylic acid), COCCl (methoxymethyl chloride), CC1(C=2C=C(C(=C(C2C(CC1)(C)C)Br)O)C(=O)O)C (5,6,7,8-tetrahydro-5,5,8,8-tetramethyl-1-bromo -2-hydroxynaphthalene-3-carboxylic acid), Formula 2. Product: CC1(C=2C=C(C(=C(C2C(CC1)(C)C)Br)OCOC)C(=O)O)C (5,6,7,8-tetrahydro-5,5,8,8-tetramethyl-1-bromo-2-methoxymethoxynaphthalene-3-carboxylic acid). Reaction SMILES: CC1(C)CCC(C)(C)C2C=C(O)C(C(O)=O)=CC1=2.[CH3:19][C:20]1([CH3:37])[CH2:29][CH2:28][C:27]([CH3:31])([CH3:30])[C:26]2[C:25]([Br:32])=[C:24]([OH:33])[C:23]([C:34]([OH:36])=[O:35])=[CH:22][C:21]1=2.[CH3:38][O:39][CH2:40]Cl>>[CH3:19][C:20]1([CH3:37])[CH2:29][CH2:28][C:27]([CH3:30])([CH3:31])[C:26]2[C:25]([Br:32])=[C:24]([O:33][CH2:38][O:39][CH3:40])[C:23]([C:34]([OH:36])=[O:35])=[CH:22][C:21]1=2. Procedure: 5,6,7,8-Tetrahydro-5,5,8,8-tetramethyl-2-hydroxynaphthalene (Compound H, available in accordance with the publication Krause Synthesis 1972 140), is the starting material in the example shown in Reaction Scheme 2. Compound H is brominated to provide the corresponding 3-bromo compound (Compound I) which is thereafter protected in the hydroxyl function by treatment with methoxymethyl chloride (MOMCl) to yield 5,6,7,8-tetrahydro-5,5,8,8-tetramethyl-3-methoxymethoxy-2-bromonaphthalene (Compound J). ... Starting materials: C1OC=2C=C3C(C(=CN(C3=CC2O1)CC(F)(F)F)C(=O)OCC)=O (6,7-Methylenedioxy-1-(2,2,2-trifluoroethyl)-4(1H)-quinolone-3-carboxylic acid, ethyl ester), Cl (hydrochloric acid). The product is C1OC=2C=C3C(C(=CN(C3=CC2O1)CC(F)(F)F)C(=O)O)=O (6,7-Methylenedioxy-1-(2,2,2-trifluoroethyl)-4(1H)-quinolone-3-carboxylic acid). As a reaction SMILES: [CH2:1]1[O:13][C:12]2[CH:11]=[C:10]3[C:5]([C:6](=[O:24])[C:7]([C:19]([O:21]CC)=[O:20])=[CH:8][N:9]3[CH2:14][C:15]([F:18])([F:17])[F:16])=[CH:4][C:3]=2[O:2]1.Cl>>[CH2:1]1[O:13][C:12]2[CH:11]=[C:10]3[C:5]([C:6](=[O:24])[C:7]([C:19]([OH:21])=[O:20])=[CH:8][N:9]3[CH2:14][C:15]([F:18])([F:17])[F:16])=[CH:4][C:3]=2[O:2]1. Procedure details: A mixture of 1 g. of the ethyl ester obtained from Example 3 and 40 ml. of 6N. hydrochloric acid was heated under reflux for 11/2 hours. The mixture was cooled and the solid product was collected by filtration and washed with water and dried under reduced pressure, m.p. 323°-5° C. (dec.). Starting materials: [BH4-], CO, C[NH+]1CCCC(c2cc3ccccc3o2)C1, [I-], [Na+], O. Product: CN1CC=CC(c2cc3ccccc3o2)C1. As a reaction SMILES: [BH4-:1].[CH3:21][OH:22].[CH3:4][NH+:5]1[CH2:6][CH:7]([c:11]2[o:12][c:13]3[c:14]([cH:15]2)[cH:16][cH:17][cH:18][cH:19]3)[CH2:8][CH2:9][CH2:10]1.[I-:3].[Na+:2].[OH2:20]>>[CH3:4][N:5]1[CH2:6][CH:7]([c:11]2[o:12][c:13]3[c:14]([cH:15]2)[cH:16][cH:17][cH:18][cH:19]3)[CH:8]=[CH:9][CH2:10]1. Starting materials: COC1=NN=C(S1)N1C(N(CCC1O)CCC=C)=O (Tetrahydro-1-(5-methoxy-1,3,4-thiadiazol-2-yl)-3-but-3-enyl-6-hydroxy-2(1H)-pyrimidinone), CN(C(=O)Cl)C1CCCCC1 (N-methyl-N-cyclohexylcarbamoyl chloride), N1=CC=CC=C1 (pyridine). The solvent is C1(=CC=CC=C1)C (toluene). Reaction conditions: time 3 hour. Yields the product COC1=NN=C(S1)N1C(N(CCC1OC(N(C1CCCCC1)C)=O)CCC=C)=O (tetrahydro-1-(5-methoxy-1,3,4-thiadiazol-2-yl)-3-but-3-enyl-6-(N-methyl-N-cyclohexylcarbamoyloxy)-2(1H)-pyrimidinone). As a reaction SMILES: [CH3:1][O:2][C:3]1[S:7][C:6]([N:8]2[CH:13]([OH:14])[CH2:12][CH2:11][N:10]([CH2:15][CH2:16][CH:17]=[CH2:18])[C:9]2=[O:19])=[N:5][N:4]=1.[CH3:20][N:21]([CH:25]1[CH2:30][CH2:29][CH2:28][CH2:27][CH2:26]1)[C:22](Cl)=[O:23].N1C=CC=CC=1>C1(C)C=CC=CC=1>[CH3:1][O:2][C:3]1[S:7][C:6]([N:8]2[CH:13]([O:14][C:22](=[O:23])[N:21]([CH3:20])[CH:25]3[CH2:30][CH2:29][CH2:28][CH2:27][CH2:26]3)[CH2:12][CH2:11][N:10]([CH2:15][CH2:16][CH:17]=[CH2:18])[C:9]2=[O:19])=[N:5][N:4]=1. Procedure details: Tetrahydro-1-(5-methoxy-1,3,4-thiadiazol-2-yl)-3-but-3-enyl-6-hydroxy-2(1H)-pyrimidinone (0.05 mole), N-methyl-N-cyclohexylcarbamoyl chloride (0.06 mole), pyridine (0.06 mole) and toluene (150 ml) are charged into a glass reaction vessel equipped with a mechanical stirrer, thermometer and reflux condenser. The reaction mixture is heated at reflux with stirring for a period of about 3 hours. After this time the reaction mixture is cooled to room temperature and is filtered to remove pyridine hydr...